From a dataset of the Open Reaction Database (ORD), a public repository of structured organic reaction records. describe an organic reaction: reactants, conditions, products, and yield Starting materials: NCCC1=CC=C(C=C1)S(=O)(=O)N (4-(2-aminoethyl)benzenesulfonamide), CN1C(=NC=C1)C=O (1-methyl-1H-imidazole-2-carboxaldehyde), [BH-](OC(=O)C)(OC(=O)C)OC(=O)C.[Na+] (NaBH(OAc)3), C(C=O)(=O)OC(C)(C)C (tert-butyl glyoxalate). Run in ClCCCl (DCE), CC(=O)O (AcOH). Conditions: temperature 0 celsius, time 8 hour. Product: CN1C(=NC=C1)CN(CC(=O)OC(C)(C)C)CCC1=CC=C(C=C1)S(N)(=O)=O (tert-butyl 2-(((1-methyl-1H-imidazol-2-yl)methyl)(4-sulfamoylphenethyl)amino)acetate). As a reaction SMILES: [NH2:1][CH2:2][CH2:3][C:4]1[CH:9]=[CH:8][C:7]([S:10]([NH2:13])(=[O:12])=[O:11])=[CH:6][CH:5]=1.[CH3:14][N:15]1[CH:19]=[CH:18][N:17]=[C:16]1[CH:20]=O.[BH-](OC(C)=O)(OC(C)=O)OC(C)=O.[Na+].[C:36]([O:40][C:41]([CH3:44])([CH3:43])[CH3:42])(=[O:39])[CH:37]=O>ClCCCl.CC(O)=O>[CH3:14][N:15]1[CH:19]=[CH:18][N:17]=[C:16]1[CH2:20][N:1]([CH2:2][CH2:3][C:4]1[CH:5]=[CH:6][C:7]([S:10](=[O:11])(=[O:12])[NH2:13])=[CH:8][CH:9]=1)[CH2:37][C:36]([O:40][C:41]([CH3:44])([CH3:43])[CH3:42])=[O:39] |f:2.3|. Procedure: A solution of 4-(2-aminoethyl)benzenesulfonamide (1.40 g, 7.0 mmol), AcOH (0.30 mL) and 1-methyl-1H-imidazole-2-carboxaldehyde (0.77 g, 7.0 mmol) in DCE (40 mL) was heated at 80° C. for 30 min under nitrogen. The reaction mixture was cooled to 0° C., and treated sequentially with NaBH(OAc)3 (4.45 g, 21 mmol) and tert-butyl glyoxalate (1.80 g). The reaction mixture was stirred at room temperature overnight and quenched with water. The reaction mixture was then extracted with DCM and the organic l... Starting materials: C(CC)N1C(NC2=CC=CC=C2C1=O)=O (3-n-propylquinazoline-2,4-(1H,3H)-dione), C(Cl)Cl (CH2Cl2), ice water. Run in O=P(Cl)(Cl)Cl (POCl3), P(=O)(Cl)(Cl)Cl (phosphorus oxychloride). Reaction conditions: time 15 minute. The product is ClC1=NC2=CC=CC=C2C(N1CCC)=O (2-Chloro-3-n-propylquinazolin-4(3H)-one). RXN SMILES: [CH2:1]([N:4]1[C:13](=[O:14])[C:12]2[C:7](=[CH:8][CH:9]=[CH:10][CH:11]=2)[NH:6][C:5]1=O)[CH2:2][CH3:3].C(Cl)[Cl:17]>P(Cl)(Cl)(Cl)=O>[Cl:17][C:5]1[N:4]([CH2:1][CH2:2][CH3:3])[C:13](=[O:14])[C:12]2[C:7](=[CH:8][CH:9]=[CH:10][CH:11]=2)[N:6]=1. Reported procedure: 181 g of 3-n-propylquinazoline-2,4-(1H,3H)-dione (0.887 mole) in 1200 ml of phosphorus oxychloride was refluxed for two days when TLC (SiO2, CH2Cl2 /2% MeOH) indicated that most of the starting material had gone. TLC was carried out by pipetting a small portion of the reaction mixture into ice-water, allowing the hydrolysis of POCl3 to occur at 0° C. for 15 min. and then extracting the cold solution with chloroform. The TLC plate when run might be expected to show a small amount of starting dion... Starting materials: C(C)(C)(C)C=1C=C(C(=C(C1)NC(=O)C=1N(C2=C(C=CC=C2C1)CN1CCN(CC1)C(=O)OC(C)(C)C)C)OC)NS(=O)(=O)C (tert-butyl 4-[2-(5-tert-butyl-3-methanesulphonylamino-2-methoxy-phenylcarbamoyl)-1-methyl-1H-indol-7-ylmethyl]-piperazine-1-carboxylate), C(O)([O-])=O.[Na+] (sodium hydrogen carbonate). Solvent: solution, Cl (HCl), C(C)(C)O (isopropanol). Run at time 12 hour. The product is C(C)(C)(C)C=1C=C(C(=C(C1)NC(=O)C=1N(C2=C(C=CC=C2C1)CN1CCNCC1)C)OC)NS(=O)(=O)C (1-methyl-7-piperazin-1-ylmethyl-1H-indole-2-carboxylic acid(5-tert-butyl-3-methanesulphonylamino-2-methoxy-phenyl)-amide). Reaction SMILES: [C:1]([C:5]1[CH:6]=[C:7]([NH:40][S:41]([CH3:44])(=[O:43])=[O:42])[C:8]([O:38][CH3:39])=[C:9]([NH:11][C:12]([C:14]2[N:15]([CH3:37])[C:16]3[C:21]([CH:22]=2)=[CH:20][CH:19]=[CH:18][C:17]=3[CH2:23][N:24]2[CH2:29][CH2:28][N:27](C(OC(C)(C)C)=O)[CH2:26][CH2:25]2)=[O:13])[CH:10]=1)([CH3:4])([CH3:3])[CH3:2].C(=O)([O-])O.[Na+]>Cl.C(O)(C)C>[C:1]([C:5]1[CH:6]=[C:7]([NH:40][S:41]([CH3:44])(=[O:43])=[O:42])[C:8]([O:38][CH3:39])=[C:9]([NH:11][C:12]([C:14]2[N:15]([CH3:37])[C:16]3[C:21]([CH:22]=2)=[CH:20][CH:19]=[CH:18][C:17]=3[CH2:23][N:24]2[CH2:25][CH2:26][NH:27][CH2:28][CH2:29]2)=[O:13])[CH:10]=1)([CH3:4])([CH3:2])[CH3:3] |f:1.2|. Procedure details: 1.13 g tert-butyl 4-[2-(5-tert-butyl-3-methanesulphonylamino-2-methoxy-phenylcarbamoyl)-1-methyl-1H-indol-7-ylmethyl]-piperazine-1-carboxylate are dissolved in 20 ml of a 5 M solution of HCl in isopropanol and stirred for 12 hours at ambient temperature. Then the mixture is adjusted to pH 9 with saturated aqueous sodium hydrogen carbonate solution and extracted twice with ethyl acetate. The combined organic phases are dried on magnesium sulphate and the solvent is eliminated in vacuo. The reactants are B(O)O (boronic acid), CN1C(CC[C@@]2(C3=C(CC[C@@H]12)C=C(C=C3)Br)C)=O ((+)-(4aR)-(10bR)-4-methyl-8-bromo-10b-methyl-1,2,3,4,4a,5,6,10b-octahydrobenzo[f]quinolin-3-one), C(=O)C=1C=C(C=CC1O)B(O)O (3-formyl-4-hydroxyphenylboronic acid), C([O-])([O-])=O.[Na+].[Na+] (sodium carbonate). Reagents/catalysts: [Pd] (palladium), [Pd].C1(=CC=CC=C1)P(C1=CC=CC=C1)C1=CC=CC=C1.C1(=CC=CC=C1)P(C1=CC=CC=C1)C1=CC=CC=C1.C1(=CC=CC=C1)P(C1=CC=CC=C1)C1=CC=CC=C1.C1(=CC=CC=C1)P(C1=CC=CC=C1)C1=CC=CC=C1 (tetrakis(triphenylphosphine) palladium (0)). Run in C1(=CC=CC=C1)C (toluene), ClCCl (dichloromethane). The product is CN1C(CC[C@@]2(C3=C(CC[C@@H]12)C=C(C=C3)C3=CC(=C(C=C3)O)C=O)C)=O ((+)-(4aR)-(10bR)-4-methyl-8-(3-formyl-4-hydroxyphenyl)-10b-methyl-1,2,3,4,4a,5,6,10b-octahydrobenzo[f]quinolin-3-one). The yield is 37.4%. RXN SMILES: [CH3:1][N:2]1[C@H:11]2[C@@:6]([CH3:17])([C:7]3[CH:15]=[CH:14][C:13](Br)=[CH:12][C:8]=3[CH2:9][CH2:10]2)[CH2:5][CH2:4][C:3]1=[O:18].[CH:19]([C:21]1[CH:22]=[C:23](B(O)O)[CH:24]=[CH:25][C:26]=1[OH:27])=[O:20].C(=O)([O-])[O-].[Na+].[Na+].B(O)O>ClCCl.[Pd].C1(P(C2C=CC=CC=2)C2C=CC=CC=2)C=CC=CC=1.C1(P(C2C=CC=CC=2)C2C=CC=CC=2)C=CC=CC=1.C1(P(C2C=CC=CC=2)C2C=CC=CC=2)C=CC=CC=1.C1(P(C2C=CC=CC=2)C2C=CC=CC=2)C=CC=CC=1.[Pd].C1(C)C=CC=CC=1>[CH3:1][N:2]1[C@H:11]2[C@@:6]([CH3:17])([C:7]3[CH:15]=[CH:14][C:13]([C:23]4[CH:24]=[CH:25][C:26]([OH:27])=[C:21]([CH:19]=[O:20])[CH:22]=4)=[CH:12][C:8]=3[CH2:9][CH2:10]2)[CH2:5][CH2:4][C:3]1=[O:18] |f:2.3.4,7.8.9.10.11|. Reported procedure: A 15 mL round bottom flask was charged with (+)-(4aR)-(10bR)-4-methyl-8-bromo-10b-methyl-1,2,3,4,4a,5,6,10b-octahydrobenzo[f]quinolin-3-one (200 mg, 0.65 mmol), tetrakis(triphenylphosphine) palladium (0) (23 mg, 0.02 mmol), 3-formyl-4-hydroxyphenylboronic acid (129 mg, 0.78 mmol), 0.65 mL of 2M sodium carbonate solution and 2 mL of toluene, fitted with a reflux condenser, and the stirred mixture was heated at 80°, under nitrogen, for 24 h. Additional palladium reagent and boronic acid was added,... Starting materials: BrCc1ccccc1, CC(C)=O, [K+], [K+], O=C([O-])[O-], COc1cc2c(cc1O)CCC2=O. Yields the product COc1cc2c(cc1OCc1ccccc1)CCC2=O. As a reaction SMILES: [Br:20][CH2:21][c:22]1[cH:23][cH:24][cH:25][cH:26][cH:27]1.[CH3:28][C:29](=[O:30])[CH3:31].[K+:14].[K+:15].[O-:16][C:17]([O-:18])=[O:19].[OH:1][c:2]1[cH:3][c:4]2[c:8]([cH:9][c:10]1[O:11][CH3:12])[C:7](=[O:13])[CH2:6][CH2:5]2>>[O:1]([c:2]1[cH:3][c:4]2[c:8]([cH:9][c:10]1[O:11][CH3:12])[C:7](=[O:13])[CH2:6][CH2:5]2)[CH2:21][c:22]1[cH:23][cH:24][cH:25][cH:26][cH:27]1. The reactants are COc1ccc(S(=O)(=O)Cl)cc1, N#Cc1ccc(-c2cncc(N)c2)cc1Cl, c1ccncc1. Product: COc1ccc(S(=O)(=O)Nc2cncc(-c3ccc(C#N)c(Cl)c3)c2)cc1. Reaction SMILES: [CH3:17][O:18][c:19]1[cH:20][cH:21][c:22]([S:25](=[O:26])(=[O:27])[Cl:28])[cH:23][cH:24]1.[NH2:1][c:2]1[cH:3][c:4](-[c:8]2[cH:9][c:10]([Cl:16])[c:11]([C:12]#[N:13])[cH:14][cH:15]2)[cH:5][n:6][cH:7]1.[cH:29]1[cH:30][cH:31][n:32][cH:33][cH:34]1>>[NH:1]([c:2]1[cH:3][c:4](-[c:8]2[cH:9][c:10]([Cl:16])[c:11]([C:12]#[N:13])[cH:14][cH:15]2)[cH:5][n:6][cH:7]1)[S:25]([c:22]1[cH:21][cH:20][c:19]([O:18][CH3:17])[cH:24][cH:23]1)(=[O:26])=[O:27]. Starting materials: CN(C=1NC2=C(N1)C=CC(=C2)N)C (2-dimethylamino-5-aminobenzimidazole), C(C1=CC=C(C(=O)O)C=C1)(=O)O (terephthalic acid). Product: CN(C1=NC2=C(N1)C=CC(=C2)NC(C2=CC=C(C(=O)NC1=CC3=C(NC(=N3)N(C)C)C=C1)C=C2)=O)C (N,N′-bis(2-Dimethylamino-1H-benzimidazol-5-yl)terephthalamide). As a reaction SMILES: [CH3:1][N:2]([CH3:13])[C:3]1[NH:4][C:5]2[CH:11]=[C:10]([NH2:12])[CH:9]=[CH:8][C:6]=2[N:7]=1.[C:14]([OH:25])(=O)[C:15]1[CH:23]=[CH:22][C:18]([C:19]([OH:21])=O)=[CH:17][CH:16]=1>>[CH3:1][N:2]([CH3:13])[C:3]1[NH:7][C:6]2[CH:8]=[CH:9][C:10]([NH:12][C:19](=[O:21])[C:18]3[CH:17]=[CH:16][C:15]([C:14]([NH:12][C:10]4[CH:9]=[CH:8][C:6]5[NH:7][C:3]([N:2]([CH3:1])[CH3:13])=[N:4][C:5]=5[CH:11]=4)=[O:25])=[CH:23][CH:22]=3)=[CH:11][C:5]=2[N:4]=1. Procedure: Compound 435 was prepared according to the procedure similar to that described in Scheme V from 2-dimethylamino-5-aminobenzimidazole and terephthalic acid. [M+H]+ calcd for C26H26N8O2: 483.22; found: 483.02.